From a dataset of the Open Reaction Database (ORD), a public repository of structured organic reaction records. describe an organic reaction: reactants, conditions, products, and yield Starting materials: BrCc1ccoc1, CCOC(=O)N1CCC(c2c[nH]c3ccc(OC)cc23)CC1, CCOCC. The product is CCOC(=O)N1CCC(c2cn(Cc3ccoc3)c3ccc(OC)cc23)CC1. Reaction SMILES: [Br:23][CH2:24][c:25]1[cH:26][o:27][cH:28][cH:29]1.[CH2:1]([CH3:2])[O:3][C:4](=[O:5])[N:6]1[CH2:7][CH2:8][CH:9]([c:12]2[cH:13][nH:14][c:15]3[cH:16][cH:17][c:18]([O:21][CH3:22])[cH:19][c:20]23)[CH2:10][CH2:11]1.[CH2:30]([O:31][CH2:32][CH3:33])[CH3:34]>>[CH2:1]([CH3:2])[O:3][C:4](=[O:5])[N:6]1[CH2:7][CH2:8][CH:9]([c:12]2[cH:13][n:14]([CH2:24][c:25]3[cH:26][o:27][cH:28][cH:29]3)[c:15]3[cH:16][cH:17][c:18]([O:21][CH3:22])[cH:19][c:20]23)[CH2:10][CH2:11]1.